From a dataset of the Open Reaction Database (ORD), a public repository of structured organic reaction records. describe an organic reaction: reactants, conditions, products, and yield Reactants: C(C1=CC=CC=C1)(=O)CCCCN1CCN(CC1)NC(=O)OCC (4-(4-benzoylbutyl)-1-(ethoxycarbonylamino)piperazine), [OH-].[K+] (potassium hydroxide). Run in C(C)O (ethanol), O (water). Yields the product C(C1=CC=CC=C1)(=O)CCCCN1CCN(CC1)N (4-(4-Benzoylbutyl)-1-aminopiperazine). The yield is 114.8%. Reaction SMILES: [C:1]([CH2:9][CH2:10][CH2:11][CH2:12][N:13]1[CH2:18][CH2:17][N:16]([NH:19]C(OCC)=O)[CH2:15][CH2:14]1)(=[O:8])[C:2]1[CH:7]=[CH:6][CH:5]=[CH:4][CH:3]=1.[OH-].[K+]>C(O)C.O>[C:1]([CH2:9][CH2:10][CH2:11][CH2:12][N:13]1[CH2:18][CH2:17][N:16]([NH2:19])[CH2:15][CH2:14]1)(=[O:8])[C:2]1[CH:3]=[CH:4][CH:5]=[CH:6][CH:7]=1 |f:1.2|. Procedure: 30.0 g of 4-(4-benzoylbutyl)-1-(ethoxycarbonylamino)piperazine was dissolved in 250 ml of ethanol, and a solution of 50.5 g of potassium hydroxide in 50 ml of water was added. The mixture was heated under reflux for 3 hours. Ethanol was evaporated, and water was added. Extraction with chloroform gave 27.0 g of the title compound. The hydrochloride of this product had a melting point of 213° to 215° C. (decomp.). Starting materials: CC1(OB(OC1(C)C)C=1C(=NNC1)C(F)(F)F)C (4-(4,4,5,5-tetramethyl-1,3,2-dioxaborolan-2-yl)-3-(trifluoromethyl)-1H-pyrazole), ClC1=NC2=CC=C(C=C2N=C1N(C)C(C)C)C(=O)OC (methyl 2-chloro-3-(isopropyl(methyl)amino)quinoxaline-6-carboxylate), C([O-])([O-])=O.[Na+].[Na+] (sodium carbonate). Reagents/catalysts: C=1C=CC(=CC1)[P](C=2C=CC=CC2)(C=3C=CC=CC3)[Pd]([P](C=4C=CC=CC4)(C=5C=CC=CC5)C=6C=CC=CC6)([P](C=7C=CC=CC7)(C=8C=CC=CC8)C=9C=CC=CC9)[P](C=1C=CC=CC1)(C=1C=CC=CC1)C=1C=CC=CC1 (Pd(PPh3)4). Run in COCCOC (DME), O (water). Reaction conditions: temperature 90 celsius, time 0.5 hour. Product: C(C)(C)N(C=1C(=NC2=CC=C(C=C2N1)C(=O)OC)C=1C(=NNC1)C(F)(F)F)C (methyl 3-(isopropyl(methyl)amino)-2-(3-(trifluoromethyl)-1H-pyrazol-4-yl)quinoxaline-6-carboxylate). Yield: 29.9%. Reaction SMILES: CC1(C)C(C)(C)OB([C:9]2[C:10]([C:14]([F:17])([F:16])[F:15])=[N:11][NH:12][CH:13]=2)O1.Cl[C:20]1[C:29]([N:30]([CH:32]([CH3:34])[CH3:33])[CH3:31])=[N:28][C:27]2[C:22](=[CH:23][CH:24]=[C:25]([C:35]([O:37][CH3:38])=[O:36])[CH:26]=2)[N:21]=1.C(=O)([O-])[O-].[Na+].[Na+]>COCCOC.O.C1C=CC([P]([Pd]([P](C2C=CC=CC=2)(C2C=CC=CC=2)C2C=CC=CC=2)([P](C2C=CC=CC=2)(C2C=CC=CC=2)C2C=CC=CC=2)[P](C2C=CC=CC=2)(C2C=CC=CC=2)C2C=CC=CC=2)(C2C=CC=CC=2)C2C=CC=CC=2)=CC=1>[CH:32]([N:30]([CH3:31])[C:29]1[C:20]([C:9]2[C:10]([C:14]([F:15])([F:16])[F:17])=[N:11][NH:12][CH:13]=2)=[N:21][C:22]2[C:27]([N:28]=1)=[CH:26][C:25]([C:35]([O:37][CH3:38])=[O:36])=[CH:24][CH:23]=2)([CH3:34])[CH3:33] |f:2.3.4,^1:55,57,76,95|. Procedure details: To a solution of 4-(4,4,5,5-tetramethyl-1,3,2-dioxaborolan-2-yl)-3-(trifluoromethyl)-1H-pyrazole (536.0 mg, 2.05 mmol) in DME (5 mL) and water (0.5 mL) was added methyl 2-chloro-3-(isopropyl(methyl)amino)quinoxaline-6-carboxylate (200.0 mg, 0.68 mmol), sodium carbonate (217.0 mg, 2.05 mmol) and Pd(PPh3)4 (39 mg, 0.03 mmol) with stirring for 0.5 h at 90° C. in an oil bath with an inert atmosphere of nitrogen. The reaction mixture was concentrated under vacuum to get a residue, which was purified ...